This data is from the Open Reaction Database (ORD), a public repository of structured organic reaction records. The task is: describe an organic reaction: reactants, conditions, products, and yield Starting materials: CO, O, O=C1OCCC1CCO. Product: COC(=O)C1CCOCC1. RXN SMILES: [CH3:10][OH:11].[OH2:12].[OH:1][CH2:2][CH2:3][CH:4]1[C:5](=[O:9])[O:6][CH2:7][CH2:8]1>>[O:1]1[CH2:2][CH2:3][CH:4]([C:5]([O:6][CH3:10])=[O:9])[CH2:8][CH2:7]1. Reactants: CC1(OB(OC1(C)C)C1=CC=CC(=N1)N1C(C=CC=C1)=O)C (1-[6-(4,4,5,5-tetramethyl-1,3,2-dioxaborolan-2-yl)pyridin-2-yl]pyridin-2(1H)-one), BrC1=CC=C(C=C1)[C@H](C)N1C(O[C@](CC1)(C1=CC=CC=C1)CC(C)(C)O)=O ((S)-3-[(S)-1-(4-bromophenyl)ethyl]-6-(2-hydroxy-2-methylpropyl)-6-phenyl-1,3-oxazinan-2-one). Yields the product OC(C[C@@]1(CCN(C(O1)=O)[C@@H](C)C1=CC=C(C=C1)C1=NC(=CC=C1)N1C(C=CC=C1)=O)C1=CC=CC=C1)(C)C ((S)-6-(2-hydroxy-2-methylpropyl)-3-((S)-1-{4-[6-(2-oxopyridin-1(2H)-yl)pyridin-2-yl]phenyl}ethyl)-6-phenyl-1,3-oxazinan-2-one). RXN SMILES: CC1(C)C(C)(C)OB([C:9]2[N:14]=[C:13]([N:15]3[CH:20]=[CH:19][CH:18]=[CH:17][C:16]3=[O:21])[CH:12]=[CH:11][CH:10]=2)O1.Br[C:24]1[CH:29]=[CH:28][C:27]([C@@H:30]([N:32]2[CH2:37][CH2:36][C@:35]([CH2:44][C:45]([OH:48])([CH3:47])[CH3:46])([C:38]3[CH:43]=[CH:42][CH:41]=[CH:40][CH:39]=3)[O:34][C:33]2=[O:49])[CH3:31])=[CH:26][CH:25]=1>>[OH:48][C:45]([CH3:46])([CH3:47])[CH2:44][C@@:35]1([C:38]2[CH:43]=[CH:42][CH:41]=[CH:40][CH:39]=2)[O:34][C:33](=[O:49])[N:32]([C@H:30]([C:27]2[CH:26]=[CH:25][C:24]([C:9]3[CH:10]=[CH:11][CH:12]=[C:13]([N:15]4[CH:20]=[CH:19][CH:18]=[CH:17][C:16]4=[O:21])[N:14]=3)=[CH:29][CH:28]=2)[CH3:31])[CH2:37][CH2:36]1. Procedure: The title compound was prepared from 1-[6-(4,4,5,5-tetramethyl-1,3,2-dioxaborolan-2-yl)pyridin-2-yl]pyridin-2(1H)-one (purchased from CombiPhos Catalysts Inc., Princeton, N.J., USA) and (S)-3-[(S)-1-(4-bromophenyl)ethyl]-6-(2-hydroxy-2-methylpropyl)-6-phenyl-1,3-oxazinan-2-one following a procedure analogous to that described in Example 35. LC (method 5): tR=1.53 min; Mass spectrum (ESI+): m/z=466, 524 [M+H]+; 1H NMR (CD3OD) δ 0.94 (s, 3H), 1.26 (s, 3H), 1.57 (d, 3H), 2.16 (s, 2H), 2.25 (m, 1H),... Starting materials: F[B-](F)(F)F, Cc1cccc(-c2oncc2C(=O)O)c1, CN(C)C=O, CCN(C(C)C)C(C)C, c1ccc(C2CCNC2)cc1, CN(C)C(On1nnc2ccccc21)=[N+](C)C. Product: Cc1cccc(-c2oncc2C(=O)N2CCC(c3ccccc3)C2)c1. RXN SMILES: [B-:27]([F:28])([F:29])([F:30])[F:31].[CH3:1][c:2]1[cH:3][c:4](-[c:8]2[c:9]([C:13](=[O:14])[OH:15])[cH:10][n:11][o:12]2)[cH:5][cH:6][cH:7]1.[CH3:58][N:59]([CH3:60])[CH:61]=[O:62].[CH:49]([N:50]([CH:51]([CH3:52])[CH3:53])[CH2:54][CH3:55])([CH3:56])[CH3:57].[c:16]1([CH:22]2[CH2:23][NH:24][CH2:25][CH2:26]2)[cH:17][cH:18][cH:19][cH:20][cH:21]1.[n:32]1([O:33][C:34]([N:35]([CH3:36])[CH3:37])=[N+:38]([CH3:39])[CH3:40])[c:41]2[cH:42][cH:43][cH:44][cH:45][c:46]2[n:47][n:48]1>>[CH3:1][c:2]1[cH:3][c:4](-[c:8]2[c:9]([C:13](=[O:15])[N:24]3[CH2:23][CH:22]([c:16]4[cH:17][cH:18][cH:19][cH:20][cH:21]4)[CH2:26][CH2:25]3)[cH:10][n:11][o:12]2)[cH:5][cH:6][cH:7]1. Reactants: N(=O)OS(O)(=O)=O (nitrosylsulfuric acid), [Cl-].[Ca+2].[Cl-] (calcium chloride), C(C)(=O)NC=1C=CC(=C(C1)O)Cl (5-acetylamino-2-chlorophenol), [OH-].[Na+] (sodium hydroxide), Cl (hydrochloric acid), diazo, NC1=C(C=C(C=C1)S(=O)(=O)[O-])S(=O)(=O)C.[Ca+2].NC1=C(C=C(C=C1)S(=O)(=O)[O-])S(=O)(=O)C (calcium 4-amino-3-methylsulfonylphenylsulfonate), [OH-].[Na+] (sodium hydroxide). Run in C(C)#N (acetonitrile). Run at time 30 minute. Product: CS(=O)(=O)C=1C=C(C=CC1N=NC1=C(C=C(C(=C1)Cl)O)NC(C)=O)S(=O)(=O)[O-].[Ca+2].CS(=O)(=O)C=1C=C(C=CC1N=NC1=C(C=C(C(=C1)Cl)O)NC(C)=O)S(=O)(=O)[O-] (calcium 3-methylsulfonyl-4-(2-acetylamino-5-chloro-4-hydroxyphenylazo)phenylsulfonate). RXN SMILES: [C:1]([NH:4][C:5]1[CH:6]=[CH:7][C:8]([Cl:12])=[C:9]([OH:11])[CH:10]=1)(=[O:3])[CH3:2].[OH-].[Na+].[NH2:15][C:16]1[CH:21]=[CH:20][C:19]([S:22]([O-:25])(=[O:24])=[O:23])=[CH:18][C:17]=1[S:26]([CH3:29])(=[O:28])=[O:27].[Ca+2:30].[NH2:31][C:32]1[CH:37]=[CH:36][C:35]([S:38]([O-:41])(=[O:40])=[O:39])=[CH:34][C:33]=1[S:42]([CH3:45])(=[O:44])=[O:43].[N:46](OS(=O)(=O)O)=O.Cl.[Cl-].[Ca+2].[Cl-]>C(#N)C>[CH3:29][S:26]([C:17]1[CH:18]=[C:19]([S:22]([O-:25])(=[O:23])=[O:24])[CH:20]=[CH:21][C:16]=1[N:15]=[N:31][C:6]1[CH:7]=[C:8]([Cl:12])[C:9]([OH:11])=[CH:10][C:5]=1[NH:4][C:1](=[O:3])[CH3:2])(=[O:28])=[O:27].[Ca+2:30].[CH3:45][S:42]([C:33]1[CH:34]=[C:35]([S:38]([O-:41])(=[O:39])=[O:40])[CH:36]=[CH:37][C:32]=1[N:31]=[N:46][C:6]1[CH:7]=[C:8]([Cl:12])[C:9]([OH:11])=[CH:10][C:5]=1[NH:4][C:1](=[O:3])[CH3:2])(=[O:44])=[O:43] |f:1.2,3.4.5,8.9.10,12.13.14|. Procedure details: A solution containing 18.6 g (0.1 mole) of 5-acetylamino-2-chlorophenol, 100 ml of 0.2 N sodium hydroxide, and 50 ml of acetonitrile was maintained at a temperature of 5° C. or less with stirring. Separately, 32.4 g (0.12 mole) of calcium 4-amino-3-methylsulfonylphenylsulfonate was diazotized with nitrosylsulfuric acid in the routine manner and the resulting diazo solution was added in portions to the above solution. After completion of the addition, 0.2N sodium hydroxide was added dropwise with... Reactants: C1CCOC1, COC(=O)c1cnc(COc2cccc(OC(F)(F)F)c2)cn1, CO, [Li+], [OH-], O. Yields the product O=C(O)c1cnc(COc2cccc(OC(F)(F)F)c2)cn1. Reaction SMILES: [CH2:26]1[O:27][CH2:28][CH2:29][CH2:30]1.[CH3:1][O:2][C:3](=[O:4])[c:5]1[n:6][cH:7][c:8]([CH2:11][O:12][c:13]2[cH:14][c:15]([O:19][C:20]([F:21])([F:22])[F:23])[cH:16][cH:17][cH:18]2)[n:9][cH:10]1.[CH3:31][OH:32].[Li+:25].[OH-:24].[OH2:33]>>[O:2]=[C:3]([OH:4])[c:5]1[n:6][cH:7][c:8]([CH2:11][O:12][c:13]2[cH:14][c:15]([O:19][C:20]([F:21])([F:22])[F:23])[cH:16][cH:17][cH:18]2)[n:9][cH:10]1. Product: COC(=O)C=1C(=NC=CC1)C=1C=C(C=CC1)[N+](=O)[O-] (3-(3-methoxycarbonylpyridin-2-yl)-nitrobenzene). Procedure: To a suspension of methyl 2-chloronicotinate (1.89 g), 3-nitrophenylboronic acid (1.67 g) and tetrakis(triphenylphosphine)-palladium (578 mg) in 1,2-dimethoxyethane (20 ml) was added 2M aqueous solution of sodium carbonate (11 ml). The mixture was stirred at 80° C. for 3 hours under a nitrogen atmosphere, then cooled to room temperature and diluted with ethyl acetate. The organic layer was separated, washed with water and brine and dried over sodium sulfate. The solvent was evaporated under redu... The reagents and catalysts are [Pd].C1(=CC=CC=C1)P(C1=CC=CC=C1)C1=CC=CC=C1.C1(=CC=CC=C1)P(C1=CC=CC=C1)C1=CC=CC=C1.C1(=CC=CC=C1)P(C1=CC=CC=C1)C1=CC=CC=C1.C1(=CC=CC=C1)P(C1=CC=CC=C1)C1=CC=CC=C1 (tetrakis(triphenylphosphine)-palladium). Starting materials: ClC1=C(C(=O)OC)C=CC=N1 (methyl 2-chloronicotinate), [N+](=O)([O-])C=1C=C(C=CC1)B(O)O (3-nitrophenylboronic acid), aqueous solution, C([O-])([O-])=O.[Na+].[Na+] (sodium carbonate). RXN SMILES: Cl[C:2]1[N:11]=[CH:10][CH:9]=[CH:8][C:3]=1[C:4]([O:6][CH3:7])=[O:5].[N+:12]([C:15]1[CH:16]=[C:17](B(O)O)[CH:18]=[CH:19][CH:20]=1)([O-:14])=[O:13].C(=O)([O-])[O-].[Na+].[Na+]>COCCOC.C(OCC)(=O)C.[Pd].C1(P(C2C=CC=CC=2)C2C=CC=CC=2)C=CC=CC=1.C1(P(C2C=CC=CC=2)C2C=CC=CC=2)C=CC=CC=1.C1(P(C2C=CC=CC=2)C2C=CC=CC=2)C=CC=CC=1.C1(P(C2C=CC=CC=2)C2C=CC=CC=2)C=CC=CC=1>[CH3:7][O:6][C:4]([C:3]1[C:2]([C:19]2[CH:20]=[C:15]([N+:12]([O-:14])=[O:13])[CH:16]=[CH:17][CH:18]=2)=[N:11][CH:10]=[CH:9][CH:8]=1)=[O:5] |f:2.3.4,7.8.9.10.11|. Run at temperature 80 celsius, time 3 hour. Solvent: COCCOC (1,2-dimethoxyethane), C(C)(=O)OCC (ethyl acetate). Yield: 27.6%. Starting materials: FC1=C(C=CC=C1)C1=C(C(=NC2=CC=C(C=C12)O)CC(C)C)CNC(OC(C)(C)C)=O (tert-butyl [4-(2-fluorophenyl)-6-hydroxy-2-isobutylquinolin-3-yl]methylcarbamate), ClC(C(=O)N)C (2-chloropropionamide), C([O-])([O-])=O.[K+].[K+] (potassium carbonate). Run in CN(C=O)C (N,N-dimethylformamide). Reaction conditions: temperature 75 celsius, time 24 hour. Product: NC(C(OC=1C=C2C(=C(C(=NC2=CC1)CC(C)C)CNC(OC(C)(C)C)=O)C1=C(C=CC=C1)F)C)=O (tert-butyl [6-(2-amino-1-methyl-2-oxoethoxy)-4-(2-fluorophenyl)-2-isobutylquinolin-3-yl]methylcarbamate). The yield is 64.4%. RXN SMILES: [F:1][C:2]1[CH:7]=[CH:6][CH:5]=[CH:4][C:3]=1[C:8]1[C:17]2[C:12](=[CH:13][CH:14]=[C:15]([OH:18])[CH:16]=2)[N:11]=[C:10]([CH2:19][CH:20]([CH3:22])[CH3:21])[C:9]=1[CH2:23][NH:24][C:25](=[O:31])[O:26][C:27]([CH3:30])([CH3:29])[CH3:28].Cl[CH:33]([CH3:37])[C:34]([NH2:36])=[O:35].C(=O)([O-])[O-].[K+].[K+]>CN(C)C=O>[NH2:36][C:34](=[O:35])[CH:33]([CH3:37])[O:18][C:15]1[CH:16]=[C:17]2[C:12](=[CH:13][CH:14]=1)[N:11]=[C:10]([CH2:19][CH:20]([CH3:22])[CH3:21])[C:9]([CH2:23][NH:24][C:25](=[O:31])[O:26][C:27]([CH3:29])([CH3:28])[CH3:30])=[C:8]2[C:3]1[CH:4]=[CH:5][CH:6]=[CH:7][C:2]=1[F:1] |f:2.3.4|. Procedure details: To a solution of tert-butyl [4-(2-fluorophenyl)-6-hydroxy-2-isobutylquinolin-3-yl]methylcarbamate (0.20 g, 0.47 mmol) and 2-chloropropionamide (0.076 g, 0.71 mmol) in N,N-dimethylformamide (20 ml) was added potassium carbonate (0.098 g, 0.71 mmol), and the mixture was stirred at 75° C. for 24 hrs. The reaction mixture was partitioned between ethyl acetate (100 ml) and 0.1N hydrochloric acid (150 ml). The aqueous layer was separated and extracted with ethyl acetate (100 ml). The organic layer and... Reactants: NCCCCCCN1CCC(CC1)C=1C=C(C=CC1)NC(C(C)C)=O (N-{3-[1-(6-aminohexyl)-4-piperidinyl]phenyl}-2-methylpropanamide), C1=C(C=CC2=CC=CC=C12)C(=O)Cl (2-naphthoyl chloride). Run in C1CCOC1 (THF). Yields the product C(C(C)C)(=O)NC=1C=C(C=CC1)C1CCN(CC1)CCCCCCNC(=O)C1=CC2=CC=CC=C2C=C1 (N-(6-{4-[3-(ISOBUTYRYLAMINO)PHENYL]-1-PIPERIDINYL}HEXYL)-2-NAPHTHAMIDE). RXN SMILES: [NH2:1][CH2:2][CH2:3][CH2:4][CH2:5][CH2:6][CH2:7][N:8]1[CH2:13][CH2:12][CH:11]([C:14]2[CH:15]=[C:16]([NH:20][C:21](=[O:25])[CH:22]([CH3:24])[CH3:23])[CH:17]=[CH:18][CH:19]=2)[CH2:10][CH2:9]1.[CH:26]1[C:35]2[C:30](=[CH:31][CH:32]=[CH:33][CH:34]=2)[CH:29]=[CH:28][C:27]=1[C:36](Cl)=[O:37]>C1COCC1>[C:21]([NH:20][C:16]1[CH:15]=[C:14]([CH:11]2[CH2:12][CH2:13][N:8]([CH2:7][CH2:6][CH2:5][CH2:4][CH2:3][CH2:2][NH:1][C:36]([C:27]3[CH:28]=[CH:29][C:30]4[C:35](=[CH:34][CH:33]=[CH:32][CH:31]=4)[CH:26]=3)=[O:37])[CH2:9][CH2:10]2)[CH:19]=[CH:18][CH:17]=1)(=[O:25])[CH:22]([CH3:23])[CH3:24]. Procedure: Prepared by Procedure Q1 (THF) and Scheme AT using N-{3-[1-(6-aminohexyl)-4-piperidinyl]phenyl}-2-methylpropanamide and 2-naphthoyl chloride: ESMS m/e: 500.3 (M+H)+. The reactants are ClC=1N=CC(=NC1)C(=O)N1CC2=C(CC1)NC(=N2)C2=NNC1=CC(=CC=C21)C2=C(C=C(C(=C2)F)O)CC ((5-chloropyrazin-2-yl)(2-(6-(2-ethyl-5-fluoro-4-hydroxyphenyl)-1H-indazol-3-yl)-6,7-dihydro-1H-imidazo[4,5-c]pyridin-5(4H)-yl)methanone), C(C)(C)N1CCNCC1 (1-isopropyl-piperazine). Yields the product C(C)C1=C(C=C(C(=C1)O)F)C1=CC=C2C(=NNC2=C1)C=1NC2=C(CN(CC2)C(=O)C=2N=CC(=NC2)N2CCN(CC2)C(C)C)N1 ({2-[6-(2-Ethyl-5-fluoro-4-hydroxy-phenyl)-1H-indazol-3-yl]-1,4,6,7-tetrahydro-imidazo[4,5-c]pyridin-5-yl}-(4-isopropyl-3,4,5,6-tetrahydro-2H-[1,2′]bipyrazinyl-5′-yl)-methanone). Isolated yield 19.2%. Reaction SMILES: Cl[C:2]1[N:3]=[CH:4][C:5]([C:8]([N:10]2[CH2:15][CH2:14][C:13]3[NH:16][C:17]([C:19]4[C:27]5[C:22](=[CH:23][C:24]([C:28]6[CH:33]=[C:32]([F:34])[C:31]([OH:35])=[CH:30][C:29]=6[CH2:36][CH3:37])=[CH:25][CH:26]=5)[NH:21][N:20]=4)=[N:18][C:12]=3[CH2:11]2)=[O:9])=[N:6][CH:7]=1.[CH:38]([N:41]1[CH2:46][CH2:45][NH:44][CH2:43][CH2:42]1)([CH3:40])[CH3:39]>>[CH2:36]([C:29]1[CH:30]=[C:31]([OH:35])[C:32]([F:34])=[CH:33][C:28]=1[C:24]1[CH:23]=[C:22]2[C:27]([C:19]([C:17]3[NH:16][C:13]4[CH2:14][CH2:15][N:10]([C:8]([C:5]5[N:6]=[CH:7][C:2]([N:44]6[CH2:45][CH2:46][N:41]([CH:38]([CH3:40])[CH3:39])[CH2:42][CH2:43]6)=[N:3][CH:4]=5)=[O:9])[CH2:11][C:12]=4[N:18]=3)=[N:20][NH:21]2)=[CH:26][CH:25]=1)[CH3:37]. Reported procedure: The title compound was prepared from (5-chloropyrazin-2-yl)(2-(6-(2-ethyl-5-fluoro-4-hydroxyphenyl)-1H-indazol-3-yl)-6,7-dihydro-1H-imidazo[4,5-c]pyridin-5(4H)-yl)methanone (80 mg, 154 μmol) and 1-isopropyl-piperazine, (40 mg, 308 μmol) using the method of Example 32. The crude material was purified by HPLC Method D to afford (18 mg, 19%) of the title compound as off-white solid. The reactants are FC=1C=C(C=C(C1)F)C1=C(C(C2=CC(=CC=C12)OCCCN1CCN(CC1)C(=O)OC(C)(C)C)=O)C=1C=NC(=CC1)OC (t-Butyl 4-(3-(3-(3,5-difluorophenyl)-2-(6-methoxypyridin-3-yl)-1-oxo-1H-inden-6-yloxy)propyl)piperazine-1-carboxylate), FC(C(=O)O)(F)F (trifluoroacetic acid). Run in C(Cl)Cl (CH2Cl2), [OH-].[Na+] (NaOH), C(Cl)Cl (CH2Cl2). Run at time 1.5 hour. Yields the product FC=1C=C(C=C(C1)F)C1=C(C(C2=CC(=CC=C12)OCCCN1CCNCC1)=O)C=1C=NC(=CC1)OC (3-(3,5-Difluorophenyl)-2-(6-methoxypyridin-3-yl)-6-(3-(piperazin-1-yl)propoxy)-1H-inden-1-one). Reaction SMILES: [F:1][C:2]1[CH:3]=[C:4]([C:9]2[C:17]3[C:12](=[CH:13][C:14]([O:18][CH2:19][CH2:20][CH2:21][N:22]4[CH2:27][CH2:26][N:25](C(OC(C)(C)C)=O)[CH2:24][CH2:23]4)=[CH:15][CH:16]=3)[C:11](=[O:35])[C:10]=2[C:36]2[CH:37]=[N:38][C:39]([O:42][CH3:43])=[CH:40][CH:41]=2)[CH:5]=[C:6]([F:8])[CH:7]=1.FC(F)(F)C(O)=O>C(Cl)Cl.[OH-].[Na+]>[F:8][C:6]1[CH:5]=[C:4]([C:9]2[C:17]3[C:12](=[CH:13][C:14]([O:18][CH2:19][CH2:20][CH2:21][N:22]4[CH2:27][CH2:26][NH:25][CH2:24][CH2:23]4)=[CH:15][CH:16]=3)[C:11](=[O:35])[C:10]=2[C:36]2[CH:37]=[N:38][C:39]([O:42][CH3:43])=[CH:40][CH:41]=2)[CH:3]=[C:2]([F:1])[CH:7]=1 |f:3.4|. Reported procedure: To a solution of tert-butyl 4-(3-(3-(3,5-difluorophenyl)-2-(6-methoxypyridin-3-yl)-1-oxo-1H-inden-6-yloxy)propyl)piperazine-1-carboxylate (115 mg, 0.2 mmol) obtained in Step 1 in CH2Cl2 was added trifluoroacetic acid (20 eq, 3.0 mmol). After being stirred for 1.5 h, the mixture was diluted with CH2Cl2 and basicified to pH 9 with a 3N NaOH solution. The organic layer was washed with H2O and brine, dried over MgSO4, and concentrated in vacuo to provide the title compound.